Dataset: the Open Reaction Database (ORD), a public repository of structured organic reaction records. Task: describe an organic reaction: reactants, conditions, products, and yield Reactants: BrC1=NC=CC(=C1OC)Cl (2-bromo-4-chloro-3-methoxypyridine), P(=O)(Cl)(Cl)Cl (Phosphorus oxychloride), COC1=C(NC=CC1=O)Br (3-methoxy-2-bromo-4(1H)-pyridone). Conditions: temperature 20 celsius. Product: BrC1=NC=CC(=C1O)Cl (2-bromo-4-chloropyridin-3-ol). RXN SMILES: [Br:1][C:2]1[C:7]([O:8]C)=[C:6]([Cl:10])[CH:5]=[CH:4][N:3]=1.P(Cl)(Cl)(Cl)=O.COC1C(=O)C=CNC=1Br>>[Br:1][C:2]1[C:7]([OH:8])=[C:6]([Cl:10])[CH:5]=[CH:4][N:3]=1. Reported procedure: 2-bromo-4-chloro-3-methoxypyridine. Phosphorus oxychloride (10 eq.) and 3-methoxy-2-bromo-4(1H)-pyridone (1 eq.) are stirred at 90° C. for 18 h, concentrated in vacuo, and cooled to 20° C. The residue is treated with ice water and adjusted to pH 12 with 40% NaOH, and the product is extracted into DCM. The residue obtained on evaporation of the combined extracts is distilled at reduced pressure to afford the title compound.